Dataset: the Open Reaction Database (ORD), a public repository of structured organic reaction records. Task: describe an organic reaction: reactants, conditions, products, and yield Starting materials: CCCCCC, CC(=O)O, N#CC(c1ccc(F)cc1)(c1ccc(F)cc1)c1cccc(F)c1, [NH4+], [OH-], O, O=S(=O)(O)O. Product: NC(=O)C(c1ccc(F)cc1)(c1ccc(F)cc1)c1cccc(F)c1. As a reaction SMILES: [CH3:36][CH2:37][CH2:38][CH2:39][CH2:40][CH3:41].[CH3:6][C:7]([OH:8])=[O:9].[F:10][c:11]1[cH:12][cH:13][c:14]([C:17]([C:18]#[N:19])([c:20]2[cH:21][c:22]([F:26])[cH:23][cH:24][cH:25]2)[c:27]2[cH:28][cH:29][c:30]([F:33])[cH:31][cH:32]2)[cH:15][cH:16]1.[NH4+:34].[OH-:35].[OH2:42].[S:1](=[O:2])(=[O:3])([OH:4])[OH:5]>>[O:8]=[C:18]([C:17]([c:14]1[cH:13][cH:12][c:11]([F:10])[cH:16][cH:15]1)([c:20]1[cH:21][c:22]([F:26])[cH:23][cH:24][cH:25]1)[c:27]1[cH:28][cH:29][c:30]([F:33])[cH:31][cH:32]1)[NH2:19]. Starting materials: CCCCNCCCC, ClCCOc1ccc(C=Cc2nc3ccccc3s2)cc1. The product is CCCCN(CCCC)CCOc1ccc(C=Cc2nc3ccccc3s2)cc1. As a reaction SMILES: [CH2:1]([CH2:2][CH2:3][CH3:4])[NH:5][CH2:6][CH2:7][CH2:8][CH3:9].[Cl:10][CH2:11][CH2:12][O:13][c:14]1[cH:15][cH:16][c:17]([CH:20]=[CH:21][c:22]2[s:23][c:24]3[c:25]([n:26]2)[cH:27][cH:28][cH:29][cH:30]3)[cH:18][cH:19]1>>[CH2:1]([CH2:2][CH2:3][CH3:4])[N:5]([CH2:6][CH2:7][CH2:8][CH3:9])[CH2:11][CH2:12][O:13][c:14]1[cH:15][cH:16][c:17]([CH:20]=[CH:21][c:22]2[s:23][c:24]3[c:25]([n:26]2)[cH:27][cH:28][cH:29][cH:30]3)[cH:18][cH:19]1. Reactants: CC1=CC(=C(C=C1C)NC(OC1=CC=CC=C1)=O)OC (Phenyl N-(4,5-dimethyl-2-methoxyphenyl)carbamate), C1(=CC=CC=C1)N1CCNCC1 (1-phenylpiperazine), C1CCC2=NCCCN2CC1 (DBU). The solvent is O1CCCC1 (tetrahydrofuran). Conditions: time 2 hour. Product: CC1=CC(=C(C=C1C)NC(=O)N1CCN(CC1)C1=CC=CC=C1)OC (1-[(4,5-Dimethyl-2-methoxyphenyl)aminocarbonyl]-4-phenylpiperazine). Isolated yield 85.0%. Reaction SMILES: [CH3:1][C:2]1[C:7]([CH3:8])=[CH:6][C:5]([NH:9][C:10](=[O:18])OC2C=CC=CC=2)=[C:4]([O:19][CH3:20])[CH:3]=1.[C:21]1([N:27]2[CH2:32][CH2:31][NH:30][CH2:29][CH2:28]2)[CH:26]=[CH:25][CH:24]=[CH:23][CH:22]=1.C1CCN2C(=NCCC2)CC1>O1CCCC1>[CH3:1][C:2]1[C:7]([CH3:8])=[CH:6][C:5]([NH:9][C:10]([N:30]2[CH2:31][CH2:32][N:27]([C:21]3[CH:26]=[CH:25][CH:24]=[CH:23][CH:22]=3)[CH2:28][CH2:29]2)=[O:18])=[C:4]([O:19][CH3:20])[CH:3]=1. Reported procedure: Phenyl N-(4,5-dimethyl-2-methoxyphenyl)carbamate(5.422 g, 0.02 mol) and 1-phenylpiperazine(3.44 g, 0.02 mol) were dissolved in tetrahydrofuran(10 ml). After DBU(3.04 g, 0.02 mol) was added, the resulting solution was stirred at room temperature for 2 hrs, concentrated and purified by column chromatography to obtain the titled compound. Reaction conditions: time 15 hour. Procedure: 2-[1-(tert-Butoxycarbonylamino-methyl)-6,7-dimethoxy-isoquinolin-4-ylamino]-thiazole-4-carboxylic acid ethyl ester (40 mg, 0.0818 mmol) in CH2Cl2 (1.0 mL) was treated with a 4.0 M HCl solution in dioxane (0.21 mL) at room temperature. After the reaction mixture was stirred at room temperature for 15 h, the suspension was filtered. The yellow solid was dried in vacuo to give 2-(1-aminomethyl-6,7-dimethoxy-isoquinolin-4-ylamino)thiazole-4-carboxylic acid ethyl ester hydrochloride salt (32.3 mg; 93... Reactants: C(C)OC(=O)C=1N=C(SC1)NC1=CN=C(C2=CC(=C(C=C12)OC)OC)CNC(=O)OC(C)(C)C (2-[1-(tert-Butoxycarbonylamino-methyl)-6,7-dimethoxy-isoquinolin-4-ylamino]-thiazole-4-carboxylic acid ethyl ester), Cl (HCl). Reaction SMILES: [CH2:1]([O:3][C:4]([C:6]1[N:7]=[C:8]([NH:11][C:12]2[C:21]3[C:16](=[CH:17][C:18]([O:24][CH3:25])=[C:19]([O:22][CH3:23])[CH:20]=3)[C:15]([CH2:26][NH:27]C(OC(C)(C)C)=O)=[N:14][CH:13]=2)[S:9][CH:10]=1)=[O:5])[CH3:2].[ClH:35]>C(Cl)Cl.O1CCOCC1>[ClH:35].[CH2:1]([O:3][C:4]([C:6]1[N:7]=[C:8]([NH:11][C:12]2[C:21]3[C:16](=[CH:17][C:18]([O:24][CH3:25])=[C:19]([O:22][CH3:23])[CH:20]=3)[C:15]([CH2:26][NH2:27])=[N:14][CH:13]=2)[S:9][CH:10]=1)=[O:5])[CH3:2] |f:4.5|. Yield: 93.0%. Product: Cl.C(C)OC(=O)C=1N=C(SC1)NC1=CN=C(C2=CC(=C(C=C12)OC)OC)CN (2-(1-aminomethyl-6,7-dimethoxy-isoquinolin-4-ylamino)thiazole-4-carboxylic acid ethyl ester hydrochloride salt). Solvent: C(Cl)Cl (CH2Cl2), O1CCOCC1 (dioxane). Reactants: Cl (Hydrochloric acid), FC1=C(C=CC=C1F)[C@@H]1CC[C@H](C=2N(C1)C(=CN2)C2COCC2)NC(OC(C)(C)C)=O (tert-butyl [(6S,9R)-6-(2,3-difluorophenyl)-3-(tetrahydrofuran-3-yl)-6,7,8,9-tetrahydro-5H-imidazo[1,2-a]azepin-9-yl]carbamate). Run in O1CCOCC1 (1,4-dioxane). Conditions: time 2.5 hour. Product: FC1=C(C=CC=C1F)[C@@H]1CC[C@H](C=2N(C1)C(=CN2)C2COCC2)N ((6S,9R)-6-(2,3-Difluorophenyl)-3-(tetrahydrofuran-3-yl)-6,7,8,9-tetrahydro-5H-imidazo[1,2-a]azepin-9-amine), bis hydrochloride. RXN SMILES: Cl.[F:2][C:3]1[C:8]([F:9])=[CH:7][CH:6]=[CH:5][C:4]=1[C@H:10]1[CH2:16][N:15]2[C:17]([CH:20]3[CH2:24][CH2:23][O:22][CH2:21]3)=[CH:18][N:19]=[C:14]2[C@H:13]([NH:25]C(=O)OC(C)(C)C)[CH2:12][CH2:11]1>O1CCOCC1>[F:2][C:3]1[C:8]([F:9])=[CH:7][CH:6]=[CH:5][C:4]=1[C@H:10]1[CH2:16][N:15]2[C:17]([CH:20]3[CH2:24][CH2:23][O:22][CH2:21]3)=[CH:18][N:19]=[C:14]2[C@H:13]([NH2:25])[CH2:12][CH2:11]1. Reported procedure: Hydrochloric acid (4.0 M in dioxane; 3 mL, 12.0 mmol) was added to a solution of tert-butyl [(6S,9R)-6-(2,3-difluorophenyl)-3-(tetrahydrofuran-3-yl)-6,7,8,9-tetrahydro-5H-imidazo[1,2-a]azepin-9-yl]carbamate (113 mg, 0.261 mmol) in 1,4-dioxane (3 mL). After 2.5 h, the reaction was concentrated to give the title compound as a bis hydrochloride salt (117 mg). MS 334.2 (M+1). Starting materials: O=C([O-])[O-], CI, Clc1ccc(-c2n[nH]cc2-c2ccnc(Cl)n2)c(Cl)c1, [K+], [K+], CN(C)C=O, O. The product is Cn1ncc(-c2ccnc(Cl)n2)c1-c1ccc(Cl)cc1Cl. Reaction SMILES: [C:21](=[O:22])([O-:23])[O-:24].[CH3:27][I:28].[Cl:1][c:2]1[n:3][cH:4][cH:5][c:6](-[c:8]2[c:9](-[c:13]3[c:14]([Cl:20])[cH:15][c:16]([Cl:19])[cH:17][cH:18]3)[n:10][nH:11][cH:12]2)[n:7]1.[K+:25].[K+:26].[O:30]=[CH:31][N:32]([CH3:33])[CH3:34].[OH2:29]>>[Cl:1][c:2]1[n:3][cH:4][cH:5][c:6](-[c:8]2[c:9](-[c:13]3[c:14]([Cl:20])[cH:15][c:16]([Cl:19])[cH:17][cH:18]3)[n:10]([CH3:21])[n:11][cH:12]2)[n:7]1. Reactants: CC(=O)O, Oc1ccc(OC(F)F)cc1, O=C1CCC(=O)N1I, O, O=C(O)CC(O)(CC(=O)O)C(=O)O, O=S(=O)(O)O. The product is Oc1ccc(OC(F)F)cc1I. As a reaction SMILES: [CH3:25][C:26](=[O:27])[OH:28].[F:9][CH:10]([O:11][c:12]1[cH:13][cH:14][c:15]([OH:18])[cH:16][cH:17]1)[F:19].[I:1][N:2]1[C:3](=[O:4])[CH2:5][CH2:6][C:7]1=[O:8].[OH2:42].[OH:29][C:30]([CH2:31][C:32]([C:33](=[O:34])[OH:35])([CH2:36][C:37](=[O:38])[OH:39])[OH:40])=[O:41].[S:20](=[O:21])(=[O:22])([OH:23])[OH:24]>>[I:1][c:16]1[c:15]([OH:18])[cH:14][cH:13][c:12]([O:11][CH:10]([F:9])[F:19])[cH:17]1.